This data is from the Open Reaction Database (ORD), a public repository of structured organic reaction records. The task is: describe an organic reaction: reactants, conditions, products, and yield The reactants are [N+](=O)([O-])C1=CC=C2CCCC(C2=C1)=O (7-nitro-l-tetralone), S(O)(O)(=O)=O (sulfuric acid), C(C=O)(=O)O (glyoxylic acid). The solvent is O1CCOCC1 (dioxane). Conditions: temperature 90 celsius. The product is [N+](=O)([O-])C1=CC=C2CCC(C(C2=C1)=O)=CC(=O)O (7-nitro-1-oxo-1,2,3,4-tetrahydro-2-naphthylideneacetic acid). RXN SMILES: [N+:1]([C:4]1[CH:13]=[C:12]2[C:7]([CH2:8][CH2:9][CH2:10][C:11]2=[O:14])=[CH:6][CH:5]=1)([O-:3])=[O:2].S(=O)(=O)(O)O.[C:20]([OH:24])(=[O:23])[CH:21]=O>O1CCOCC1>[N+:1]([C:4]1[CH:13]=[C:12]2[C:7]([CH2:8][CH2:9][C:10](=[CH:21][C:20]([OH:24])=[O:23])[C:11]2=[O:14])=[CH:6][CH:5]=1)([O-:3])=[O:2]. Procedure details: A mixture of 7-nitro-l-tetralone (30 g) (manufactured by Lancaster Co.), 80% sulfuric acid (10 ml) and dioxane (60 ml) was heated to 90° C. and a 40% glyoxylic acid aqueous solution (30 ml) was added by three portions of 10 ml each at an interval of 1 hour and heated and refluxed for 3 hours. After allowing to cool the reaction mixture, the precipitated solid was filtered, washed with cold water and dried under reduced pressure to obtain 7-nitro-1-oxo-1,2,3,4-tetrahydro-2-naphthylideneacetic aci... Reactants: [S-2].[Na+].[Na+] (sodium sulfide), ClCCOCCO (2-(2'-chloroethoxy)ethanol). Yields the product OCCOCCSCCOCCO (1,11-dihydroxy-3,9-dioxa-6-thiaundecane). As a reaction SMILES: [S-2:1].[Na+].[Na+].Cl[CH2:5][CH2:6][O:7][CH2:8][CH2:9][OH:10]>>[OH:10][CH2:9][CH2:8][O:7][CH2:6][CH2:5][S:1][CH2:5][CH2:6][O:7][CH2:8][CH2:9][OH:10] |f:0.1.2|. Reported procedure: The reaction between sodium sulfide and two moles of 2-(2'-chloroethoxy)ethanol yields the intermediate compound 1,11-dihydroxy-3,9-dioxa-6-thiaundecane; ##STR5## Halogenation of the thiaundecane intermediate with thionyl chloride in dimethylsulfoxide (DMF) yields Intermediate A: ##STR6## Condensation of Intermediate A with 1,5-dimercapto-3-oxapentane in an aqueous-ethanol solution of sodium carbonate yields Compound 3: ##STR7## Product: BrCc1cc(Br)cc2ccsc12. The reactants are Cc1cc(Br)cc2ccsc12, O=C(OOC(=O)c1ccccc1)c1ccccc1, ClC(Cl)(Cl)Cl, O=C1CCC(=O)N1Br. As a reaction SMILES: [Br:1][c:2]1[cH:3][c:4]2[c:5]([s:6][cH:7][cH:8]2)[c:9]([CH3:11])[cH:10]1.[C:20]([O:21][O:22][C:23](=[O:24])[c:25]1[cH:26][cH:27][cH:28][cH:29][cH:30]1)(=[O:31])[c:32]1[cH:33][cH:34][cH:35][cH:36][cH:37]1.[Cl:38][C:39]([Cl:40])([Cl:41])[Cl:42].[O:12]=[C:13]1[N:14]([Br:19])[C:15](=[O:16])[CH2:17][CH2:18]1>>[Br:1][c:2]1[cH:3][c:4]2[c:5]([s:6][cH:7][cH:8]2)[c:9]([CH2:11][Br:19])[cH:10]1.